describe an organic reaction: reactants, conditions, products, and yield From a dataset of the Open Reaction Database (ORD), a public repository of structured organic reaction records. The reactants are C=O (formaldehyde), CN1CCNCC1 (N-methylpiperazine), CN(C)C=O (DMF), O=C1CN(CC(N1)=O)CC(C)N1CC(NC(C1)=O)=O (1,2-bis(3,5-dioxopiperazin-1-yl)-propane). Run in C(Cl)(Cl)Cl (chloroform). Run at temperature 70 celsius. The product is CN1CCN(CC1)CN1C(CN(CC1=O)CC(C)N1CC(N(C(C1)=O)CN1CCN(CC1)C)=O)=O (1,2-Bis[4-(N-methylpiperazinomethyl)-3,5-dioxopiperazin-1-yl]-propane). Isolated yield 55.0%. As a reaction SMILES: [CH3:1][N:2]1[CH2:7][CH2:6][NH:5][CH2:4][CH2:3]1.[CH3:8][N:9]([CH:11]=O)[CH3:10].O=[C:14]1[NH:19][C:18](=[O:20])[CH2:17][N:16]([CH2:21][CH:22]([N:24]2[CH2:29][C:28](=[O:30])[NH:27][C:26](=[O:31])[CH2:25]2)[CH3:23])[CH2:15]1.[CH2:32]=[O:33]>C(Cl)(Cl)Cl>[CH3:1][N:2]1[CH2:7][CH2:6][N:5]([CH2:14][N:19]2[C:32](=[O:33])[CH2:15][N:16]([CH2:21][CH:22]([N:24]3[CH2:29][C:28](=[O:30])[N:27]([CH2:8][N:9]4[CH2:11][CH2:3][N:2]([CH3:7])[CH2:1][CH2:10]4)[C:26](=[O:31])[CH2:25]3)[CH3:23])[CH2:17][C:18]2=[O:20])[CH2:4][CH2:3]1. Procedure: A mixture of N-methylpiperazine (2.21 ml, 20.0 m mole), DMF (25 ml), chloroform (6 ml) and 1,2-bis(3,5-dioxopiperazin-1-yl)-propane (2.68 g, 10.0 m mole) was stirred at 70° C. for ten minutes. The mixture was treated with 37% aqueous formaldehyde solution (1.62 ml) and was stirred at the same temperature for further 1.5 hours. Then, the same procedure as in Example 3 was made to give the titled compound (2.7 g; yield 55%). Starting materials: C1(=CC=CC=C1)C(C(=O)O)C(=O)O (phenylmalonic acid), ClC(CO)(Cl)Cl (2,2,2-trichloroethanol), C1(CCCCC1)N=C=NC1CCCCC1 (dicyclohexylcarbodiimide). The solvent is ClCCl (dichloromethane). Conditions: time 20 minute. Yields the product ClC(COC(C(C(=O)O)C1=CC=CC=C1)=O)(Cl)Cl (phenyl malonic acid mono(2,2,2-trichloroethyl)ester). Isolated yield 37.0%. As a reaction SMILES: [C:1]1([CH:7]([C:11]([OH:13])=[O:12])[C:8]([OH:10])=[O:9])[CH:6]=[CH:5][CH:4]=[CH:3][CH:2]=1.[Cl:14][C:15]([Cl:19])([Cl:18])[CH2:16]O.C1(N=C=NC2CCCCC2)CCCCC1>ClCCl>[Cl:14][C:15]([Cl:19])([Cl:18])[CH2:16][O:9][C:8](=[O:10])[CH:7]([C:1]1[CH:2]=[CH:3][CH:4]=[CH:5][CH:6]=1)[C:11]([OH:13])=[O:12]. Procedure details: In 80 ml of dichloromethane was suspended 5.0 g of phenylmalonic acid. To the suspension was added 4.25 g of 2,2,2-trichloroethanol. To the mixture was added little by little 5.8 g of dicyclohexylcarbodiimide under ice-cooling while stirring. The stirring was continued at the same temperature for 20 minutes, then at room temperature for further 3 hours. The precipitates formed were then filtered off, and the precipitates were washed with a small volume of dichloromethane. The filtrate was washed... The reactants are CN1C(=NC(=CC1=S)N1CCOCC1)CC(=O)[O-].[Na+] (sodium (1-methyl-4-morpholin-4-yl-6-thioxo-1,6-dihydropyrimidin-2-yl)acetate), Cl.CN(CCCN=C=NCC)C (N-[3-(dimethylamino)propyl]-N′-ethylcarbodiimide hydrochloride), FC1=C2CCNC2=CC=C1 (4-fluoro-2,3-dihydro-1H-indole). The solvent is CN(C)C=O (DMF), N1=CC=CC=C1 (pyridine). Product: FC1=C2CCN(C2=CC=C1)C(CC=1N(C(C=C(N1)N1CCOCC1)=S)C)=O (1-(4-fluoro-2,3-dihydroindol-1-yl)-2-(1-methyl-4-morpholin-4-yl-6-thioxo-1,6-dihydropyrimidin-2-yl)ethanone). RXN SMILES: [CH3:1][N:2]1[C:7](=[S:8])[CH:6]=[C:5]([N:9]2[CH2:14][CH2:13][O:12][CH2:11][CH2:10]2)[N:4]=[C:3]1[CH2:15][C:16]([O-:18])=O.[Na+].Cl.CN(C)CCCN=C=NCC.[F:32][C:33]1[CH:41]=[CH:40][CH:39]=[C:38]2[C:34]=1[CH2:35][CH2:36][NH:37]2>CN(C=O)C.N1C=CC=CC=1>[F:32][C:33]1[CH:41]=[CH:40][CH:39]=[C:38]2[C:34]=1[CH2:35][CH2:36][N:37]2[C:16](=[O:18])[CH2:15][C:3]1[N:2]([CH3:1])[C:7](=[S:8])[CH:6]=[C:5]([N:9]2[CH2:10][CH2:11][O:12][CH2:13][CH2:14]2)[N:4]=1 |f:0.1,2.3|. Reported procedure: The product is prepared by following the procedure described in example 4e (step 4e) using 250 mg of sodium (1-methyl-4-morpholin-4-yl-6-thioxo-1,6-dihydropyrimidin-2-yl)acetate in 6 ml of DMF and 6 ml of pyridine are added 512 mg of N-[3-(dimethylamino)propyl]-N′-ethylcarbodiimide hydrochloride and 141 mg of 4-fluoro-2,3-dihydro-1H-indole. The reactants are C(C)(=O)Cl (acetyl chloride), ClC1=C(OCCOC(=O)NCC)C=CC(=C1)OC1=CC(=CC=C1)Cl (1-[2-chloro-4-(3-chlorophenoxy)phenoxy]-2-ethylaminocarbonyloxyethane), N1=CC=CC=C1 (pyridine), CN(C)C1=NC=CC=C1 (dimethylaminopyridine), ice water. Run in C1(=CC=CC=C1)C (toluene). Reaction conditions: time 50 hour. Yields the product ClC1=C(OCCOC(=O)N(C(C)=O)CC)C=CC(=C1)OC1=CC(=CC=C1)Cl (1-[2-Chloro-4-(3-chlorophenoxy)phenoxy]-2-(N-ethyl-N-acetylaminocarbonyloxy)ethane). As a reaction SMILES: C(Cl)(=[O:3])C.[Cl:5][C:6]1[CH:20]=[C:19]([O:21][C:22]2[CH:27]=[CH:26][CH:25]=[C:24]([Cl:28])[CH:23]=2)[CH:18]=[CH:17][C:7]=1[O:8][CH2:9][CH2:10][O:11][C:12]([NH:14][CH2:15][CH3:16])=[O:13].N1[CH:34]=[CH:33]C=CC=1.CN(C1C=CC=CN=1)C>C1(C)C=CC=CC=1>[Cl:5][C:6]1[CH:20]=[C:19]([O:21][C:22]2[CH:27]=[CH:26][CH:25]=[C:24]([Cl:28])[CH:23]=2)[CH:18]=[CH:17][C:7]=1[O:8][CH2:9][CH2:10][O:11][C:12]([N:14]([CH2:33][CH3:34])[C:15](=[O:3])[CH3:16])=[O:13]. Procedure details: 4.7 g of acetyl chloride are added dropwise at 10°-20° C. to a mixture of 5.55 g of 1-[2-chloro-4-(3-chlorophenoxy)phenoxy]-2-ethylaminocarbonyloxyethane, 3.6 g of pyridine, 0.15 g of dimethylaminopyridine and 60 ml of toluene. The mixture is then stirred for 50 hours at reflux temperature. The batch is poured into 300 ml of ice-water and is extracted three times using diethyl ether. The combined ether phases are washed using 1N hydrochloric acid and three times using water, dried over sodium su... The reactants are C(C)(=O)OCCOC1=NN(C(=C1C1=CC=C(C=C1)C)N)C (2-{[5-amino-1-methyl-4-(4-methylphenyl)-1H-pyrazol-3-yl]oxy}ethyl acetate), C(C)(C)(C)C1=CC=C(C=C1)S(=O)(=O)Cl (4-tert-butylbenzenesulfonylchloride), [OH-].[K+] (potassium hydroxide). Reagents/catalysts: S(=O)(=O)(O)[O-].C(CCC)[N+](CCCC)(CCCC)CCCC (tetrabutylammonium hydrogen sulfate). The solvent is ClCCl (dichloromethane), O (water). Product: C(C)(=O)OCCOC1=NN(C(=C1C1=CC=C(C=C1)C)N(S(=O)(=O)C1=CC=C(C=C1)C(C)(C)C)S(=O)(=O)C1=CC=C(C=C1)C(C)(C)C)C (2-{[5-(bis{[4-(tert-butyl)phenyl]sulfonyl}amino)-1-methyl-4-(4-methylphenyl)-1H-pyrazol-3-yl]oxy}ethyl acetate). The yield is 62.1%. As a reaction SMILES: [C:1]([O:4][CH2:5][CH2:6][O:7][C:8]1[C:12]([C:13]2[CH:18]=[CH:17][C:16]([CH3:19])=[CH:15][CH:14]=2)=[C:11]([NH2:20])[N:10]([CH3:21])[N:9]=1)(=[O:3])[CH3:2].[C:22]([C:26]1[CH:31]=[CH:30][C:29]([S:32](Cl)(=[O:34])=[O:33])=[CH:28][CH:27]=1)([CH3:25])([CH3:24])[CH3:23].[OH-:36].[K+]>ClCCl.S([O-])(O)(=O)=O.C([N+](CCCC)(CCCC)CCCC)CCC.O>[C:1]([O:4][CH2:5][CH2:6][O:7][C:8]1[C:12]([C:13]2[CH:14]=[CH:15][C:16]([CH3:19])=[CH:17][CH:18]=2)=[C:11]([N:20]([S:32]([C:29]2[CH:30]=[CH:31][C:26]([C:22]([CH3:25])([CH3:24])[CH3:23])=[CH:27][CH:28]=2)(=[O:33])=[O:36])[S:32]([C:29]2[CH:30]=[CH:31][C:26]([C:22]([CH3:25])([CH3:24])[CH3:23])=[CH:27][CH:28]=2)(=[O:34])=[O:33])[N:10]([CH3:21])[N:9]=1)(=[O:3])[CH3:2] |f:2.3,5.6|. Procedure: To 2-{[5-amino-1-methyl-4-(4-methylphenyl)-1H-pyrazol-3-yl]oxy}ethyl acetate (Preparation 5) (100 mg) in dichloromethane (3 ml) at room temperature was added 4-tert-butylbenzenesulfonylchloride (88 mg), tetrabutylammonium hydrogen sulfate (14 mg) and potassium hydroxide (42 mg), the mixture was sonicated for 3 hrs. The reaction was diluted with water (10 ml) and extracted with ethyl acetate (10 ml). The organic fraction was dried over magnesium sulfate, filtered and concentrated under reduced pr... The reactants are CC(C)CC(OC(c1ccccc1)c1ccc(-c2cccnc2)cc1)C(=O)NCC#N, ClCCl, O=C(OO)c1cccc(Cl)c1. Yields the product CC(C)CC(OC(c1ccccc1)c1ccc(-c2ccc[n+]([O-])c2)cc1)C(=O)NCC#N. As a reaction SMILES: [C:1](#[N:2])[CH2:3][NH:4][C:5]([CH:6]([CH2:7][CH:8]([CH3:9])[CH3:10])[O:11][CH:12]([c:13]1[cH:14][cH:15][c:16](-[c:19]2[cH:20][n:21][cH:22][cH:23][cH:24]2)[cH:17][cH:18]1)[c:25]1[cH:26][cH:27][cH:28][cH:29][cH:30]1)=[O:31].[Cl:43][CH2:44][Cl:45].[OH:32][O:33][C:34]([c:35]1[cH:36][c:37]([Cl:38])[cH:39][cH:40][cH:41]1)=[O:42]>>[C:1](#[N:2])[CH2:3][NH:4][C:5]([CH:6]([CH2:7][CH:8]([CH3:9])[CH3:10])[O:11][CH:12]([c:13]1[cH:14][cH:15][c:16](-[c:19]2[cH:20][n+:21]([O-:32])[cH:22][cH:23][cH:24]2)[cH:17][cH:18]1)[c:25]1[cH:26][cH:27][cH:28][cH:29][cH:30]1)=[O:31]. Starting materials: O1CCOCC1 (Dioxane), ClC=1N=NC=C(N1)Cl (3,5 dichloro-1,2,4-triazine), Cl.CC1C=2N(CCN1)C(=NC2)C(F)(F)F (8-methyl-3-(trifluoromethyl)-5,6,7,8-tetrahydroimidazo[1,5-a]pyrazine hydrochloride), C(C)(C)N(CC)C(C)C (diisopropylethylamine). As a reaction SMILES: O1CCOCC1.[Cl:7][C:8]1[N:9]=[N:10][CH:11]=[C:12](Cl)[N:13]=1.Cl.[CH3:16][CH:17]1[NH:22][CH2:21][CH2:20][N:19]2[C:23]([C:26]([F:29])([F:28])[F:27])=[N:24][CH:25]=[C:18]12.C(N(C(C)C)CC)(C)C>C(Cl)Cl>[Cl:7][C:8]1[N:9]=[N:10][CH:11]=[C:12]([N:22]2[CH2:21][CH2:20][N:19]3[C:23]([C:26]([F:29])([F:27])[F:28])=[N:24][CH:25]=[C:18]3[CH:17]2[CH3:16])[N:13]=1 |f:2.3|. The product is ClC=1N=NC=C(N1)N1C(C=2N(CC1)C(=NC2)C(F)(F)F)C (7-(3-chloro-1,2,4-triazin-5-yl)-8-methyl-3-(trifluoromethyl)-5,6,7,8-tetrahydroimidazo[1,5-a]pyrazine). Conditions: time 2 hour. Solvent: C(Cl)Cl (DCM), ClCCl (Dichloromethane). Procedure: To a Dioxane (12.0 ml) solution of 3,5 dichloro-1,2,4-triazine (780 mg, 5.20 mmol) was added 8-methyl-3-(trifluoromethyl)-5,6,7,8-tetrahydroimidazo[1,5-a]pyrazine hydrochloride (CA, 1257 mg, 5.20 mmol) followed by diisopropylethylamine (2.73 ml, 15.60 mmol). Dichloromethane (2 mL) was added to solubilize the reaction. The reaction was stirred for 2 hrs at RT and then diluted with DCM. The reaction was washed with saturated sodium bicarbonate then brine, dried with sodium sulfate and concentrated... Reactants: azoisobutyronitrile, ClC(=CC1=C(C=CC=C1)C)Cl (2-(2,2-dichlorovinyl)-toluene), BrN1C(CCC1=O)=O (N-bromosuccinimide), azoisobutyronitrile. Solvent: ClC(C)(Cl)Cl (1,1,1-trichloroethane). Yields the product ClC(=CC1=C(CBr)C=CC=C1)Cl (2-(2,2-Dichlorovinyl)-benzyl bromide). Reaction SMILES: [Cl:1][C:2]([Cl:11])=[CH:3][C:4]1[CH:9]=[CH:8][CH:7]=[CH:6][C:5]=1[CH3:10].[Br:12]N1C(=O)CCC1=O>ClC(Cl)(Cl)C>[Cl:1][C:2]([Cl:11])=[CH:3][C:4]1[CH:9]=[CH:8][CH:7]=[CH:6][C:5]=1[CH2:10][Br:12]. Reported procedure: 211 g (1.13 moles) of 2-(2,2-dichlorovinyl)-toluene, 251 g (1.41 moles) of N-bromosuccinimide and 2 g of azoisobutyronitrile in 1300 ml of dry 1,1,1-trichloroethane are refluxed, an additional 1 g of azoisobutyronitrile is added to the reaction mixture after one hour, and heating is continued for a further hour.